This data is from the Open Reaction Database (ORD), a public repository of structured organic reaction records. The task is: describe an organic reaction: reactants, conditions, products, and yield Reactants: colorless oil, C(CC1=CC=CC=C1)O (phenethyl alcohol), N1=CC=CC=C1 (pyridine), C(C1=CC=CC=C1)OC(=O)Cl (benzylchloroformate). The solvent is ClCCl (dichloromethane), CCOCC (ether). Product: C(CC1=CC=CC=C1)OC(OCC1=CC=CC=C1)=O (Carbonic acid benzyl ester phenethyl ester). Reaction SMILES: [CH2:1]([OH:9])[CH2:2][C:3]1[CH:8]=[CH:7][CH:6]=[CH:5][CH:4]=1.N1C=CC=CC=1.[CH2:16]([O:23][C:24](Cl)=[O:25])[C:17]1[CH:22]=[CH:21][CH:20]=[CH:19][CH:18]=1>ClCCl.CCOCC>[CH2:1]([O:9][C:24](=[O:25])[O:23][CH2:16][C:17]1[CH:22]=[CH:21][CH:20]=[CH:19][CH:18]=1)[CH2:2][C:3]1[CH:8]=[CH:7][CH:6]=[CH:5][CH:4]=1. Procedure: To a mixture of 29.96 g phenethyl alcohol and 30 ml pyridine in 150 ml dichloromethane, 60.5 g benzylchloroformate was dropped in over 1 h 45 min while cooling in an ice-bath. After stirring over night at room temperature, the reaction was diluted with ether, washed with 2N HCl, NaHCO3, and water. After extraction with ether, the combined. organic layers were dried and evaporated to dryness. The residue was purified by silica gel chromatography to yield the product: 52.5 g of a colorless oil. The reactants are N(=O)[O-].[Na+] (Sodium nitrite), C(C)(C)N(C(NCCCl)=O)C([C@@H]1[C@H]([C@@H]([C@H]([C@@](O)(O1)CCCC)O)O)O)O (3-isopropyl-3-(n-butyl α-D-glucopyranose-6-yl)-1-(2-chloroethyl)urea). Run in C(C)(=O)O (acetic acid). Procedure: Sodium nitrite (0.74 g) was slowly added to a solution of 3-isopropyl-3-(n-butyl α-D-glucopyranose-6-yl)-1-(2-chloroethyl)urea (3.43 g, 8.96 mmol), obtained in the above way, in 40% aqueous acetic acid with well stirring at 0° to 5° C. After continuation of stirring for four hours at the same temperature, an ion exchange resin (13 ml, the same type as used in Example 65) was added to the resulting solution, and the mixture was stirred for 30 minutes. The ion exchange resin was filtered off, and ... Product: C(C)(C)N(C(N(N=O)CCCl)=O)C([C@@H]1[C@H]([C@@H]([C@H]([C@@](O)(O1)CCCC)O)O)O)O (3-isopropyl-3-(n-butyl α-D-glucopyranose-6-yl)-1-(2-chloroethyl)-1-nitrosourea). RXN SMILES: [N:1]([O-:3])=O.[Na+].[CH:5]([N:8]([CH:15]([OH:30])[C@H:16]1[O:22][C@:20]([CH2:23][CH2:24][CH2:25][CH3:26])([OH:21])[C@H:19]([OH:27])[C@@H:18]([OH:28])[C@@H:17]1[OH:29])[C:9](=[O:14])[NH:10][CH2:11][CH2:12][Cl:13])([CH3:7])[CH3:6]>C(O)(=O)C>[CH:5]([N:8]([CH:15]([OH:30])[C@H:16]1[O:22][C@:20]([CH2:23][CH2:24][CH2:25][CH3:26])([OH:21])[C@H:19]([OH:27])[C@@H:18]([OH:28])[C@@H:17]1[OH:29])[C:9](=[O:14])[N:10]([CH2:11][CH2:12][Cl:13])[N:1]=[O:3])([CH3:6])[CH3:7] |f:0.1|. The yield is 62.3%. Starting materials: C1(=CC=CC=C1)C=1OC=2C(=NC=CC2)N1 (phenyloxazolo[4,5-b]pyridine), C(C)(=O)O (acetic acid), FC1=C(C=CC=C1)C=1OC=2C(=NC(=CC2)C)N1 (2-(2-fluorophenyl)-5-methyloxazolo[4,5-b]pyridine), S(O)(O)(=O)=O (sulfuric acid). The solvent is O (water). Product: FC1=C(C=CC=C1)C=1OC=2C(=NC(=CC2C(CCC)=O)C)N1 (2-(2-FLUOROPHENYL)-5-METHYL-7-BUTYRYLOXAZOLO[4,5-b]PYRIDINE). RXN SMILES: [C:1]1([C:7]2[O:8]C3C(N=2)=NC=CC=3)C=CC=[CH:3][CH:2]=1.[F:16][C:17]1[CH:22]=[CH:21][CH:20]=[CH:19][C:18]=1[C:23]1[O:24][C:25]2[C:26]([N:32]=1)=[N:27][C:28]([CH3:31])=[CH:29][CH:30]=2.S(=O)(=O)(O)O.C(O)(=O)C>O>[F:16][C:17]1[CH:22]=[CH:21][CH:20]=[CH:19][C:18]=1[C:23]1[O:24][C:25]2[C:26]([N:32]=1)=[N:27][C:28]([CH3:31])=[CH:29][C:30]=2[C:7](=[O:8])[CH2:1][CH2:2][CH3:3]. Procedure: Using the procedure described in Example 1, but replacing -phenyloxazolo[4,5-b]pyridine by 2-(2-fluorophenyl)-5-methyloxazolo[4,5-b]pyridine and using 1.5 ml of sulfuric acid, 5 ml of acetic acid (and not 7.5 ml) and 5 ml of water (and not 7.5 ml), and on purification by chromatography on silica gel (40 to 63μ; 70-230 mesh; eluent: ethyl acetate/toluene, 2:8), the product of the title is obtained. Starting materials: CC1([C@@H](N2[C@H](S1)[C@@H](C2=O)NC(=O)[C@@H](C3=CC=C(C=C3)O)N)C(=O)O)C.O.O.O (amoxicillin trihydrate), O (water), CC1([C@@H](N2[C@H](S1)[C@@H](C2=O)NC(=O)[C@@H](C=3C=CC(=CC3)O)N)C(=O)O)C (amoxicillin), CS(=O)C (dimethyl sulfoxide), CS(=O)C (dimethyl sulfoxide). The solvent is C(Cl)Cl (methylene chloride). Yields the product CC1([C@@H](N2[C@H](S1)[C@@H](C2=O)NC(=O)[C@@H](C=3C=CC(=CC3)O)N)C(=O)O)C.CS(=O)C (Amoxicillin Dimethyl Sulfoxide). RXN SMILES: [CH3:1][C:2]1([CH3:25])[S:6][C@@H:5]2[C@H:7]([NH:10][C:11]([C@H:13]([NH2:21])[C:14]3[CH:19]=[CH:18][C:17]([OH:20])=[CH:16][CH:15]=3)=[O:12])[C:8](=[O:9])[N:4]2[C@H:3]1[C:22]([OH:24])=[O:23].O.O.O.[CH3:29][S:30]([CH3:32])=[O:31].O.CC1(C)S[C@@H]2[C@H](NC([C@H](N)C3C=CC(O)=CC=3)=O)C(=O)N2[C@H]1C(O)=O>C(Cl)Cl>[CH3:1][C:2]1([CH3:25])[S:6][C@@H:5]2[C@H:7]([NH:10][C:11]([C@H:13]([NH2:21])[C:14]3[CH:15]=[CH:16][C:17]([OH:20])=[CH:18][CH:19]=3)=[O:12])[C:8](=[O:9])[N:4]2[C@H:3]1[C:22]([OH:24])=[O:23].[CH3:29][S:30]([CH3:32])=[O:31] |f:0.1.2.3,8.9|. Reported procedure: Fifty grams of amoxicillin trihydrate is added in portions, with stirring, to 375 ml. of dimethyl sulfoxide. The mixture is stirred at room temperature for 2 hours, then diluted with 75 ml. of methylene chloride and cooled to 0°-5°. The solid product is collected by filtration, washed with methylene chloride and dried. Analysis shows 3 moles of dimethyl sulfoxide and 0.5 mole of water for each mole of amoxicillin; formula weight = 609. Starting materials: C(C)(=O)O (Acetic acid), NC[C@H](O)C1=CC(=CC=C1)Cl ((R)-2-amino-1-(3-chlorophenyl) ethanol), C1(=CC=CC=C1)C1CCC(CC1)=O (4-phenylcyclohexanone), [H][H] (hydrogen). Reagents/catalysts: O=[Pt]=O (PtO2). The solvent is CO (methanol). Product: ClC=1C=C(C=CC1)[C@H](CNC1CCC(CC1)C1=CC=CC=C1)O ((1R)-1-(3-chlorophenyl)-2-(4-phenylcyclohexylamino) ethanol). Isolated yield 3.7%. As a reaction SMILES: C(O)(=O)C.[NH2:5][CH2:6][C@@H:7]([C:9]1[CH:14]=[CH:13][CH:12]=[C:11]([Cl:15])[CH:10]=1)[OH:8].[C:16]1([CH:22]2[CH2:27][CH2:26][C:25](=O)[CH2:24][CH2:23]2)[CH:21]=[CH:20][CH:19]=[CH:18][CH:17]=1.[H][H]>CO.O=[Pt]=O>[Cl:15][C:11]1[CH:10]=[C:9]([C@@H:7]([OH:8])[CH2:6][NH:5][CH:25]2[CH2:24][CH2:23][CH:22]([C:16]3[CH:21]=[CH:20][CH:19]=[CH:18][CH:17]=3)[CH2:27][CH2:26]2)[CH:14]=[CH:13][CH:12]=1. Procedure: Acetic acid (1 ml) and PtO2 (160 mg) were added to a solution of (R)-2-amino-1-(3-chlorophenyl) ethanol (600 mg) and 4-phenylcyclohexanone (610 mg) in methanol (30 ml), and hydrogen addition was carried out at room temperature. After consumption of the starting materials, the catalyst was filtered off and the filtrate was concentrated under reduced pressure. Separation and purification by silica gel column chromatography (chloroform:methanol=30:1) gave 43 mg of (1R)-1-(3-chlorophenyl)-2-(4-pheny... The reactants are O=C([O-])[O-], CI, CN(C)C=O, [K+], [K+], O, O=C(NC(Cc1cccc(OC(F)(F)C(F)F)c1)C(O)c1ccc(O)cc1)c1cccc2c1C=CCCC2. Yields the product COc1ccc(C(O)C(Cc2cccc(OC(F)(F)C(F)F)c2)NC(=O)c2cccc3c2C=CCCC3)cc1. Reaction SMILES: [C:39](=[O:40])([O-:41])[O-:42].[CH3:45][I:46].[CH3:47][N:48]([CH3:49])[CH:50]=[O:51].[K+:43].[K+:44].[OH2:52].[OH:1][CH:2]([CH:3]([CH2:4][c:5]1[cH:6][c:7]([O:11][C:12]([CH:13]([F:14])[F:15])([F:16])[F:17])[cH:8][cH:9][cH:10]1)[NH:18][C:19](=[O:20])[c:21]1[cH:22][cH:23][cH:24][c:25]2[c:26]1[CH:27]=[CH:28][CH2:29][CH2:30][CH2:31]2)[c:32]1[cH:33][cH:34][c:35]([OH:38])[cH:36][cH:37]1>>[OH:1][CH:2]([CH:3]([CH2:4][c:5]1[cH:6][c:7]([O:11][C:12]([CH:13]([F:14])[F:15])([F:16])[F:17])[cH:8][cH:9][cH:10]1)[NH:18][C:19](=[O:20])[c:21]1[cH:22][cH:23][cH:24][c:25]2[c:26]1[CH:27]=[CH:28][CH2:29][CH2:30][CH2:31]2)[c:32]1[cH:33][cH:34][c:35]([O:38][CH3:39])[cH:36][cH:37]1.